From a dataset of the Open Reaction Database (ORD), a public repository of structured organic reaction records. describe an organic reaction: reactants, conditions, products, and yield Starting materials: CC(C)(C)[Si](C)(C)N1C(=O)CC1Cc1ccccc1, C1CCOC1, CI, CCOC(C)=O, CC(C)NC(C)C, [Li]CCCC. The product is CC1C(=O)N([Si](C)(C)C(C)(C)C)C1Cc1ccccc1. As a reaction SMILES: [CH2:13]([c:14]1[cH:15][cH:16][cH:17][cH:18][cH:19]1)[CH:20]1[CH2:21][C:22](=[O:31])[N:23]1[Si:24]([CH3:25])([CH3:26])[C:27]([CH3:28])([CH3:29])[CH3:30].[CH2:34]1[O:35][CH2:36][CH2:37][CH2:38]1.[CH3:32][I:33].[CH3:39][CH2:40][O:41][C:42]([CH3:43])=[O:44].[CH:1]([NH:2][CH:3]([CH3:4])[CH3:5])([CH3:6])[CH3:7].[Li:8][CH2:9][CH2:10][CH2:11][CH3:12]>>[CH3:1][CH:21]1[CH:20]([CH2:13][c:14]2[cH:15][cH:16][cH:17][cH:18][cH:19]2)[N:23]([Si:24]([CH3:25])([CH3:26])[C:27]([CH3:28])([CH3:29])[CH3:30])[C:22]1=[O:31]. Product: FC(C=1C=C(C=C(C1)C(F)(F)F)C(C(=O)N(C)C=1C=NC(=CC1C1=C(C=CC=C1)C)C#CCO)(C)C)(F)F (2-(3,5-Bis-trifluoromethyl-phenyl)-N-[6-(3-hydroxy-prop-1-ynyl)-4-o-tolyl-pyridin-3-yl]-N-methyl-isobutyramide). Run in O1CCCC1 (tetrahydrofuran), O1CCCC1 (tetrahydrofuran). Reaction SMILES: [F:1][C:2]([F:45])([F:44])[C:3]1[CH:4]=[C:5]([C:13]([CH3:43])([CH3:42])[C:14]([N:16]([C:18]2[CH:19]=[N:20][C:21]([C:31]#[C:32][CH2:33][O:34][Si](C(C)(C)C)(C)C)=[CH:22][C:23]=2[C:24]2[CH:29]=[CH:28][CH:27]=[CH:26][C:25]=2[CH3:30])[CH3:17])=[O:15])[CH:6]=[C:7]([C:9]([F:12])([F:11])[F:10])[CH:8]=1.[F-].C([N+](CCCC)(CCCC)CCCC)CCC.O>O1CCCC1>[F:12][C:9]([F:10])([F:11])[C:7]1[CH:6]=[C:5]([C:13]([CH3:42])([CH3:43])[C:14]([N:16]([C:18]2[CH:19]=[N:20][C:21]([C:31]#[C:32][CH2:33][OH:34])=[CH:22][C:23]=2[C:24]2[CH:29]=[CH:28][CH:27]=[CH:26][C:25]=2[CH3:30])[CH3:17])=[O:15])[CH:4]=[C:3]([C:2]([F:1])([F:44])[F:45])[CH:8]=1 |f:1.2|. Yield: 59.7%. Reactants: O (water), FC(C=1C=C(C=C(C1)C(F)(F)F)C(C(=O)N(C)C=1C=NC(=CC1C1=C(C=CC=C1)C)C#CCO[Si](C)(C)C(C)(C)C)(C)C)(F)F (2-(3,5-bis-trifluoromethyl-phenyl)-N-{6-[3-(tert-butyl-dimethyl-silanyloxy)-prop-1-ynyl]-4-o-tolyl-pyridin-3-yl}-N-methyl-isobutyramide), solution, [F-].C(CCC)[N+](CCCC)(CCCC)CCCC (tetrabutylammonium fluoride). Procedure details: To a solution of 167 mg (0.257 mmol) 2-(3,5-bis-trifluoromethyl-phenyl)-N-{6-[3-(tert-butyl-dimethyl-silanyloxy)-prop-1-ynyl]-4-o-tolyl-pyridin-3-yl}-N-methyl-isobutyramide in 1.5 ml tetrahydrofuran a 1 M solution of tetrabutylammonium fluoride in tetrahydrofuran was added at room temperature. After stirring for 0.5 h water was added, followed by extraction with four portions of ethyl acetate. The combined organic extracts were dried with sodium sulfate and concentrated. Column chromatography af... Solvent: C(C)(=O)OCC (ethyl acetate). The product is C(C1=CC=CC=C1)(C1=CC=CC=C1)OC(=O)C=1N2C(C(C2SCC1CC(Cl)Cl)NC(C(C=1N=C(SC1)NC(C1=CC=CC=C1)(C1=CC=CC=C1)C1=CC=CC=C1)=NOC)=O)=O (2-benzhydryloxycarbonyl-3-(2,2-dichloroethyl)-7-[2-methoxyimino-2-(2-tritylaminothiazol-4-yl)-acetamido]-8-oxo-5-thia-1-azabicyclo[4.2.0]oct-2-ene). Starting materials: solution, ClCl (chlorine), P(OC1=CC=CC=C1)(OC1=CC=CC=C1)OC1=CC=CC=C1 (triphenyl phosphite), C(Cl)Cl (methylene chloride), C(C1=CC=CC=C1)(C1=CC=CC=C1)OC(=O)C=1N2C(C(C2SCC1CC=O)NC(C(C=1N=C(SC1)NC(C1=CC=CC=C1)(C1=CC=CC=C1)C1=CC=CC=C1)=NOC)=O)=O (2-benzhydryloxycarbonyl-7-[2-methoxyimino-2-(2-tritylaminothiazol-4-yl)-acetamido]-8-oxo-3-(2-oxoethyl)-5-thia-1-azabicyclo[4.2.0]oct-2-ene), C(C1=CC=CC=C1)(C1=CC=CC=C1)OC(=O)C=1N2C(C(C2SCC1CC=O)NC(C(C=1N=C(SC1)NC(C1=CC=CC=C1)(C1=CC=CC=C1)C1=CC=CC=C1)=NOC)=O)=O (2-benzhydryloxycarbonyl-7-[2-methoxyimino-2-(2-tritylaminothiazol-4-yl)-acetamido]-8-oxo-3-(2-oxoethyl)-5-thia-1-azabicyclo[4.2.0]oct-2-ene), C(Cl)Cl (methylene chloride). Procedure details: Following the procedure described in Example 11B, a solution of the syn isomer of 2-benzhydryloxycarbonyl-7-[2-methoxyimino-2-(2-tritylaminothiazol-4-yl)-acetamido]-8-oxo-3-(2-oxoethyl)-5-thia-1-azabicyclo[4.2.0]oct-2-ene (product 13c) (2.3 g) in methylene chloride (15 cc), cooled to -40° C., is treated with a 0.5 M solution (5.5 cc), in methylene chloride, of the addition compound of chlorine and triphenyl phosphite. The reaction mixture is stirred for 3 hours at a temperature between -40° C. a... Reaction SMILES: [CH:1]([O:14][C:15]([C:17]1[N:18]2[CH:21]([S:22][CH2:23][C:24]=1[CH2:25]C=O)[CH:20]([NH:28][C:29](=[O:59])[C:30](=[N:56][O:57][CH3:58])[C:31]1[N:32]=[C:33]([NH:36][C:37]([C:50]3[CH:55]=[CH:54][CH:53]=[CH:52][CH:51]=3)([C:44]3[CH:49]=[CH:48][CH:47]=[CH:46][CH:45]=3)[C:38]3[CH:43]=[CH:42][CH:41]=[CH:40][CH:39]=3)[S:34][CH:35]=1)[C:19]2=[O:60])=[O:16])([C:8]1[CH:13]=[CH:12][CH:11]=[CH:10][CH:9]=1)[C:2]1[CH:7]=[CH:6][CH:5]=[CH:4][CH:3]=1.ClCl.P(OC1C=CC=CC=1)(OC1C=CC=CC=1)OC1C=CC=CC=1.[CH2:85]([Cl:87])[Cl:86]>C(OCC)(=O)C>[CH:1]([O:14][C:15]([C:17]1[N:18]2[CH:21]([S:22][CH2:23][C:24]=1[CH2:25][CH:85]([Cl:87])[Cl:86])[CH:20]([NH:28][C:29](=[O:59])[C:30](=[N:56][O:57][CH3:58])[C:31]1[N:32]=[C:33]([NH:36][C:37]([C:44]3[CH:49]=[CH:48][CH:47]=[CH:46][CH:45]=3)([C:50]3[CH:55]=[CH:54][CH:53]=[CH:52][CH:51]=3)[C:38]3[CH:39]=[CH:40][CH:41]=[CH:42][CH:43]=3)[S:34][CH:35]=1)[C:19]2=[O:60])=[O:16])([C:8]1[CH:13]=[CH:12][CH:11]=[CH:10][CH:9]=1)[C:2]1[CH:3]=[CH:4][CH:5]=[CH:6][CH:7]=1. Run at time 3 hour. Starting materials: C(C)(=O)[O-].[Na+] (sodium acetate), NOS(=O)(=O)O (hydroxylamine-O-sulfonic acid), ClC1=CC=C(C=C1)C=1N(C=C(N1)C(F)(F)F)C1=CC=C(C=C1)S(=O)(=O)C (2-(4-chlorophenyl)-1-[4-(methylsulfonyl)phenyl]-4-(trifluoromethyl)-1H-imidazole), C(CCC)[Mg]Cl (n-BuMgCl), C(C)B(CC)CC (triethylborane). The solvent is O (water), O1CCCC1 (tetrahydrofuran). Conditions: temperature 0 celsius, time 10 minute. Product: ClC1=CC=C(C=C1)C=1N(C=C(N1)C(F)(F)F)C1=CC=C(C=C1)S(=O)(=O)N (4-[2-(4-chlorophenyl)-4-(trifluoromethyl)-1H-imidazol-1-yl]benzenesulfonamide). Isolated yield 64.7%. RXN SMILES: [Cl:1][C:2]1[CH:7]=[CH:6][C:5]([C:8]2[N:9]([C:17]3[CH:22]=[CH:21][C:20]([S:23](C)(=[O:25])=[O:24])=[CH:19][CH:18]=3)[CH:10]=[C:11]([C:13]([F:16])([F:15])[F:14])[N:12]=2)=[CH:4][CH:3]=1.C([Mg]Cl)CCC.C(B(CC)CC)C.C([O-])(=O)C.[Na+].[NH2:45]OS(O)(=O)=O>O1CCCC1.O>[Cl:1][C:2]1[CH:7]=[CH:6][C:5]([C:8]2[N:9]([C:17]3[CH:22]=[CH:21][C:20]([S:23]([NH2:45])(=[O:25])=[O:24])=[CH:19][CH:18]=3)[CH:10]=[C:11]([C:13]([F:16])([F:15])[F:14])[N:12]=2)=[CH:4][CH:3]=1 |f:3.4|. Procedure: To a clear solution of 2-(4-chlorophenyl)-1-[4-(methylsulfonyl)phenyl]-4-(trifluoromethyl)-1H-imidazole from Example 2 (400 mg, 1 mmol) in tetrahydrofuran (THF) (8 mL) at 0° C., n-BuMgCl (2M solution in THF, 2 mL, 4 mmol) was added over 10 minutes. After stirring for additional 10 minutes, ice bath was removed and solution stirred for 1 hour. The reaction mixture was re-cooled to 0° C. and triethylborane (1M solution in THF, 5 mL, 5 mmol) was added. After stirring for 2 hours, the reaction was h...